This data is from the Open Reaction Database (ORD), a public repository of structured organic reaction records. The task is: describe an organic reaction: reactants, conditions, products, and yield The reactants are CCOC(=O)c1cc(C=CCc2cc(OC)ccc2OCCO)cn1C, O=C(O)C(F)(F)F. The product is CCOC(=O)c1cc(C=CCc2cc(OC)ccc2O)cn1C. RXN SMILES: [CH2:1]([CH3:2])[O:3][C:4](=[O:5])[c:6]1[n:7]([CH3:26])[cH:8][c:9]([CH:11]=[CH:12][CH2:13][c:14]2[c:15]([O:22][CH2:23][CH2:24][OH:25])[cH:16][cH:17][c:18]([O:20][CH3:21])[cH:19]2)[cH:10]1.[OH:27][C:28]([C:29]([F:30])([F:31])[F:32])=[O:33]>>[CH2:1]([CH3:2])[O:3][C:4](=[O:5])[c:6]1[n:7]([CH3:26])[cH:8][c:9]([CH:11]=[CH:12][CH2:13][c:14]2[c:15]([OH:22])[cH:16][cH:17][c:18]([O:20][CH3:21])[cH:19]2)[cH:10]1. Yields the product O=C(Nc1c[nH]nc1-c1nc2cc(OCC3CCNCC3)ccc2[nH]1)c1c(F)cccc1F. Starting materials: CC(C)(C)OC(=O)N1CCC(COc2ccc3[nH]c(-c4n[nH]cc4NC(=O)c4c(F)cccc4F)nc3c2)CC1, ClCCl. Reaction SMILES: [C:1]([O:2][C:3](=[O:4])[N:8]1[CH2:9][CH2:10][CH:11]([CH2:14][O:15][c:16]2[cH:17][c:18]3[c:19]([nH:20][c:21](-[c:23]4[n:24][nH:25][cH:26][c:27]4[NH:28][C:29]([c:30]4[c:31]([F:37])[cH:32][cH:33][cH:34][c:35]4[F:36])=[O:38])[n:22]3)[cH:39][cH:40]2)[CH2:12][CH2:13]1)([CH3:5])([CH3:6])[CH3:7].[Cl:41][CH2:42][Cl:43]>>[NH:8]1[CH2:9][CH2:10][CH:11]([CH2:14][O:15][c:16]2[cH:17][c:18]3[c:19]([nH:20][c:21](-[c:23]4[n:24][nH:25][cH:26][c:27]4[NH:28][C:29]([c:30]4[c:31]([F:37])[cH:32][cH:33][cH:34][c:35]4[F:36])=[O:38])[n:22]3)[cH:39][cH:40]2)[CH2:12][CH2:13]1. The reactants are P(=O)([O-])([O-])[O-] (phosphate), O(C1=CC=CC=C1)CC(=O)NC1C2SCN(C(N2C1=O)C(=O)OCC1=CC=CC=C1)S(=O)(=O)C(F)(F)F (benzyl 7-phenoxyacetamido-8-oxo-3-trifluoromethanesulfonyl-5-thia-1,3-diazabicyclo[4,2,0]octane-2-carboxylate), N12CCCN=CC2CCCC1 (1,5-diazabicyclo[5,4,0]undec-5-ene). Solvent: C(Cl)Cl (methylene chloride), C(Cl)Cl (methylene chloride). Run at time 45 minute. The product is O(C1=CC=CC=C1)CC(=O)NC1C2SCN=C(N2C1=O)C(=O)OCC1=CC=CC=C1 (benzyl 7-phenoxyacetamido-8-oxo-5-thia-1,3-diazabicyclo[4,2,0]oct-2-ene-2-carboxylate). Yield: 49.3%. As a reaction SMILES: [O:1]([CH2:8][C:9]([NH:11][CH:12]1[C:19](=[O:20])[N:18]2[CH:13]1[S:14][CH2:15][N:16](S(C(F)(F)F)(=O)=O)[CH:17]2[C:21]([O:23][CH2:24][C:25]1[CH:30]=[CH:29][CH:28]=[CH:27][CH:26]=1)=[O:22])=[O:10])[C:2]1[CH:7]=[CH:6][CH:5]=[CH:4][CH:3]=1.N12CCCCC1C=NCCC2.P([O-])([O-])([O-])=O>C(Cl)Cl>[O:1]([CH2:8][C:9]([NH:11][CH:12]1[C:19](=[O:20])[N:18]2[CH:13]1[S:14][CH2:15][N:16]=[C:17]2[C:21]([O:23][CH2:24][C:25]1[CH:30]=[CH:29][CH:28]=[CH:27][CH:26]=1)=[O:22])=[O:10])[C:2]1[CH:7]=[CH:6][CH:5]=[CH:4][CH:3]=1. Procedure: To a solution of benzyl 7-phenoxyacetamido-8-oxo-3-trifluoromethanesulfonyl-5-thia-1,3-diazabicyclo[4,2,0]octane-2-carboxylate (88 mg.) in methylene chloride (2 ml.) was added a solution of 1,5-diazabicyclo[5,4,0]undec-5-ene (24 mg.) in methylene chloride (0.5 ml.) at -20° C. After stirring at the same temperature for 45 minutes, the reaction mixture was poured into a chilled phosphate buffer solution (pH 7) and then extracted with ethyl acetate. The extract was washed with water and an aqueous ... The reactants are [Al+3], Cc1ccccc1, [Cl-], [Cl-], [Cl-], COc1cc(F)ccc1C#N, O. Yields the product N#Cc1ccc(F)cc1O. RXN SMILES: [Al+3:13].[CH3:17][c:18]1[cH:19][cH:20][cH:21][cH:22][cH:23]1.[Cl-:12].[Cl-:14].[Cl-:15].[F:1][c:2]1[cH:3][c:4]([O:10][CH3:11])[c:5]([C:6]#[N:7])[cH:8][cH:9]1.[OH2:16]>>[F:1][c:2]1[cH:3][c:4]([OH:10])[c:5]([C:6]#[N:7])[cH:8][cH:9]1. Starting materials: C(C)(C)(C)OC(NCCN1N=C(C=C1C(C)=O)COC1=CC=CC=C1)=O ([2-(5-Acetyl-3-phenoxymethyl-pyrazol-1-yl)-ethyl]-carbamic acid tert-butyl ester). Run in solution, Cl (HCl), O1CCOCC1 (1,4-dioxane). Conditions: time 30 minute. The product is CC=1C=2N(CCN1)N=C(C2)COC2=CC=CC=C2 (4-methyl-2-phenoxymethyl-6,7-dihydro-pyrazolo[1,5-a]pyrazine). Yield: 99.9%. As a reaction SMILES: C(OC(=O)[NH:7][CH2:8][CH2:9][N:10]1[C:14]([C:15](=O)[CH3:16])=[CH:13][C:12]([CH2:18][O:19][C:20]2[CH:25]=[CH:24][CH:23]=[CH:22][CH:21]=2)=[N:11]1)(C)(C)C>Cl.O1CCOCC1>[CH3:16][C:15]1[C:14]2[N:10]([N:11]=[C:12]([CH2:18][O:19][C:20]3[CH:25]=[CH:24][CH:23]=[CH:22][CH:21]=3)[CH:13]=2)[CH2:9][CH2:8][N:7]=1. Procedure: [2-(5-Acetyl-3-phenoxymethyl-pyrazol-1-yl)-ethyl]-carbamic acid tert-butyl ester (0.2 g, 0.56 mmol) was dissolved in a 4M solution of HCl in 1,4-dioxane (2.12 mL) under nitrogen. The mixture was stirred at room temperature for 30 minutes and then the solvents evaporated in vacuo. The residue was basified with a saturated solution of Na2CO3 and extracted with DCM. The organic layer was separated, dried (Na2SO4), filtered and the solvents evaporated in vacuo to yield 4-methyl-2-phenoxymethyl-6,7-d... Reactants: C=CC1=CC=CC=C1 (Styrene), C[SiH](O[SiH](C)C)C (1,1,3,3-tetramethyldisiloxane), C(C)O[SiH](OCC)OCC (triethoxysilane). Run at temperature 80 celsius. Product: C=CC1=CC=CC=C1.C[SiH](O[SiH](C)C)C (styrene 1,1,3,3-tetramethyldisiloxane). Yield: 96.0%. Reaction SMILES: [CH2:1]=[CH:2][C:3]1[CH:8]=[CH:7][CH:6]=[CH:5][CH:4]=1.[CH3:9][SiH:10]([CH3:15])[O:11][SiH:12]([CH3:14])[CH3:13].C(O[SiH](OCC)OCC)C>>[CH2:1]=[CH:2][C:3]1[CH:8]=[CH:7][CH:6]=[CH:5][CH:4]=1.[CH3:9][SiH:10]([CH3:15])[O:11][SiH:12]([CH3:14])[CH3:13] |f:3.4|. Reported procedure: 928 mg Styrene, 426 mg 1,1,3,3-tetramethyldisiloxane, and 348 mg triethoxysilane were placed in a nitrogen-purged glass tube. This was followed by the addition of 10 mg acetic acid and 0.009 mL of a toluene solution (platinum content=0.04 weight %) of a zero-valent platinum complexed with divinylsiloxane. The reaction tube was then sealed with Teflon® tape and a rubber septum and heated for 2 hours in an oil bath at 80° C. After cooling, GC analysis of the product showed the following: the triet...